From a dataset of the Open Reaction Database (ORD), a public repository of structured organic reaction records. describe an organic reaction: reactants, conditions, products, and yield Starting materials: Cc1ccccc1, CCOC(=O)C(Cc1ccc(O)c([N+](=O)[O-])c1)Oc1ccccc1, CC(C)(C)OC(=O)NCCO, c1ccc(P(c2ccccc2)c2ccccc2)cc1. Product: CCOC(=O)C(Cc1ccc(OCCNC(=O)OC(C)(C)C)c([N+](=O)[O-])c1)Oc1ccccc1. Reaction SMILES: [CH3:55][c:56]1[cH:57][cH:58][cH:59][cH:60][cH:61]1.[OH:1][c:2]1[c:3]([N+:22](=[O:23])[O-:24])[cH:4][c:5]([CH2:8][CH:9]([C:10](=[O:11])[O:12][CH2:13][CH3:14])[O:15][c:16]2[cH:17][cH:18][cH:19][cH:20][cH:21]2)[cH:6][cH:7]1.[OH:25][CH2:26][CH2:27][NH:28][C:29]([O:30][C:31]([CH3:32])([CH3:33])[CH3:34])=[O:35].[c:36]1([P:37]([c:38]2[cH:39][cH:40][cH:41][cH:42][cH:43]2)[c:44]2[cH:45][cH:46][cH:47][cH:48][cH:49]2)[cH:50][cH:51][cH:52][cH:53][cH:54]1>>[O:1]([c:2]1[c:3]([N+:22](=[O:23])[O-:24])[cH:4][c:5]([CH2:8][CH:9]([C:10](=[O:11])[O:12][CH2:13][CH3:14])[O:15][c:16]2[cH:17][cH:18][cH:19][cH:20][cH:21]2)[cH:6][cH:7]1)[CH2:26][CH2:27][NH:28][C:29]([O:30][C:31]([CH3:32])([CH3:33])[CH3:34])=[O:35]. Reactants: C(CCCCCC)C1=CC=C(C(=O)N2CC3=C(CC2)OC=C3)C=C1 (5-(4-heptylbenzoyl)-4,5,6,7-tetrahydrofuro[3,2-c]pyridine), CNC (dimethylamine), C=O (formaldehyde). Solvent: C(C)(=O)O (acetic acid). Conditions: temperature 100 celsius, time 50 minute. Yields the product CN(C)CC1=CC=2CN(CCC2O1)C(C1=CC=C(C=C1)CCCCCCC)=O (N,N-dimethyl-[5-(4-heptylbenzoyl)-4,5,6,7-tetrahydrofuro[3,2-c]pyridin-2-ylmethyl]amine). Reaction SMILES: [CH2:1]([C:8]1[CH:24]=[CH:23][C:11]([C:12]([N:14]2[CH2:19][CH2:18][C:17]3[O:20][CH:21]=[CH:22][C:16]=3[CH2:15]2)=[O:13])=[CH:10][CH:9]=1)[CH2:2][CH2:3][CH2:4][CH2:5][CH2:6][CH3:7].[CH3:25][NH:26][CH3:27].[CH2:28]=O>C(O)(=O)C>[CH3:25][N:26]([CH2:28][C:21]1[O:20][C:17]2[CH2:18][CH2:19][N:14]([C:12](=[O:13])[C:11]3[CH:23]=[CH:24][C:8]([CH2:1][CH2:2][CH2:3][CH2:4][CH2:5][CH2:6][CH3:7])=[CH:9][CH:10]=3)[CH2:15][C:16]=2[CH:22]=1)[CH3:27]. Reported procedure: To a solution of 0.190 g (0.584 mmol) of 5-(4-heptylbenzoyl)-4,5,6,7-tetrahydrofuro[3,2-c]pyridine in 20 ml of acetic acid, 0.079 ml (0.88 mmol) of 50% aqueous dimethylamine and 0.071 ml (0.88 mmol) of 37% aqueous formaldehyde were added, followed by stirring at 100° C. for 50 minutes. After the solvent was distilled off under reduced pressure, the residual solution was alkalified with 5% aqueous sodium hydrogen carbonate, and extracted with dichloromethane 2 times. The combined organic layer wa...